From a dataset of the Open Reaction Database (ORD), a public repository of structured organic reaction records. describe an organic reaction: reactants, conditions, products, and yield Starting materials: CCOC(=O)C(C#N)C1(C)CC(C)(C)CC(C)(C)C1, C=CCBr, CS(C)=O, [H-], [Na+], O. Product: C=CCC(C#N)(C(=O)OCC)C1(C)CC(C)(C)CC(C)(C)C1. RXN SMILES: [C:1](#[N:2])[CH:3]([C:4](=[O:5])[O:6][CH2:7][CH3:8])[C:9]1([CH3:19])[CH2:10][C:11]([CH3:17])([CH3:18])[CH2:12][C:13]([CH3:15])([CH3:16])[CH2:14]1.[CH2:22]([CH:23]=[CH2:24])[Br:25].[CH3:27][S:28]([CH3:29])=[O:30].[H-:20].[Na+:21].[OH2:26]>>[C:1](#[N:2])[C:3]([C:4](=[O:5])[O:6][CH2:7][CH3:8])([C:9]1([CH3:19])[CH2:10][C:11]([CH3:17])([CH3:18])[CH2:12][C:13]([CH3:15])([CH3:16])[CH2:14]1)[CH2:24][CH:23]=[CH2:22]. Starting materials: O=C([O-])[O-], CCOc1ccccc1OCCN, CC(C)=O, N#CCCl, [K+], [K+]. Yields the product CCOc1ccccc1OCC#N. Reaction SMILES: [C:18](=[O:19])([O-:20])[O-:21].[CH2:1]([CH3:2])[O:3][c:4]1[c:5]([O:6][CH2:7][CH2:8][NH2:9])[cH:10][cH:11][cH:12][cH:13]1.[CH3:24][C:25](=[O:26])[CH3:27].[Cl:14][CH2:15][C:16]#[N:17].[K+:22].[K+:23]>>[CH2:1]([CH3:2])[O:3][c:4]1[c:5]([O:6][CH2:7][C:8]#[N:9])[cH:10][cH:11][cH:12][cH:13]1.